Dataset: the Open Reaction Database (ORD), a public repository of structured organic reaction records. Task: describe an organic reaction: reactants, conditions, products, and yield Reactants: Cl.CC1CNCC(C1)C (3,5-dimethylpiperidine hydrochloride), N1=CC(=CC(=C1)C)C (3,5-Lutidine), [OH-].[Na+] (sodium hydroxide), [H][H] (hydrogen). The reagents and catalysts are [Rh] (rhodium on carbon). The solvent is O (water), C(C)O (ethanol). Conditions: temperature 5 celsius. Product: Cl.C[C@@H]1CNC[C@@H](C1)C (cis-3,5-Dimethylpiperidine Hydrochloride). As a reaction SMILES: [N:1]1[CH:6]=[C:5]([CH3:7])[CH:4]=[C:3]([CH3:8])[CH:2]=1.[H][H].[ClH:11].CC1CC(C)CNC1.[OH-].[Na+]>C(O)C.[Rh].O>[ClH:11].[CH3:8][C@H:3]1[CH2:4][C@@H:5]([CH3:7])[CH2:6][NH:1][CH2:2]1 |f:2.3,4.5,9.10|. Procedure details: 3,5-Lutidine (6475.0 g.) is hydrogenated under 1000 psi hydrogen pressure in ethanol using 1665 g. of 5% rhodium on carbon catalyst (50% H2O) at room temperature. The catalyst is filtered off and anhydrous hydrogen chloride bubbled into the filtrate at a temperature below 40° C. until the solution is strongly acidic. The solution is then concentrated in vacuo to a thick slurry which is diluted with 40 liters of hexane. The crystalline material is filtered off and dried in the atmosphere to give ... Reactants: CC(C)(C)OC(=O)Cn1c2c(c3ccccc31)CCNC2, Cc1cccc(N=C=O)c1, C1COCCO1. Yields the product Cc1cccc(NC(=O)N2CCc3c(n(CC(=O)OC(C)(C)C)c4ccccc34)C2)c1. As a reaction SMILES: [C:1]([CH3:2])([CH3:3])([CH3:4])[O:5][C:6](=[O:7])[CH2:8][n:9]1[c:10]2[c:11]([c:12]3[cH:13][cH:14][cH:15][cH:16][c:17]13)[CH2:18][CH2:19][NH:20][CH2:21]2.[CH3:22][c:23]1[cH:24][c:25]([N:29]=[C:30]=[O:31])[cH:26][cH:27][cH:28]1.[O:32]1[CH2:33][CH2:34][O:35][CH2:36][CH2:37]1>>[C:1]([CH3:2])([CH3:3])([CH3:4])[O:5][C:6](=[O:7])[CH2:8][n:9]1[c:10]2[c:11]([c:12]3[cH:13][cH:14][cH:15][cH:16][c:17]13)[CH2:18][CH2:19][N:20]([C:30]([NH:29][c:25]1[cH:24][c:23]([CH3:22])[cH:28][cH:27][cH:26]1)=[O:31])[CH2:21]2.